Dataset: the Open Reaction Database (ORD), a public repository of structured organic reaction records. Task: describe an organic reaction: reactants, conditions, products, and yield Starting materials: NC=1SC=C(N1)/C(/C(=O)NC1[C@@H]2N(C(=C(CS2)C=CC)C(=O)O)C1=O)=N/OC (7-[(Z)-2-(2-aminothiazol-4-yl)-2-methoxyiminoacetamido]-3-(1-propenyl)-3-cephem-4-carboxylic acid), C([O-])([O-])=O.[K+].[K+] (potassium carbonate), C(C)(=O)OC(C)Br (1-bromoethyl acetate). Solvent: C(C)(=O)OCC (ethyl acetate), CN(C)C=O (DMF). Run at temperature 5 celsius, time 1.5 hour. Yields the product NC=1SC=C(N1)/C(/C(=O)NC1[C@@H]2N(C(=C(CS2)\C=C/C)C(=O)OC(C)OC(C)=O)C1=O)=N/OC (1-Acetoxyethyl 7-[(Z)-2-(2-aminothiazol-4-yl)-2-methoxyiminoacetamido]-3-[(Z)-1-propenyl]-3-cephem-4-carboxylate). Isolated yield 45.0%. RXN SMILES: [NH2:1][C:2]1[S:3][CH:4]=[C:5](/[C:7](=[N:26]/[O:27][CH3:28])/[C:8]([NH:10][CH:11]2[C:24](=[O:25])[N:13]3[C:14]([C:21]([OH:23])=[O:22])=[C:15]([CH:18]=[CH:19][CH3:20])[CH2:16][S:17][C@H:12]23)=[O:9])[N:6]=1.C(=O)([O-])[O-].[K+].[K+].[C:35]([O:38][CH:39](Br)[CH3:40])(=[O:37])[CH3:36]>CN(C=O)C.C(OCC)(=O)C>[NH2:1][C:2]1[S:3][CH:4]=[C:5](/[C:7](=[N:26]/[O:27][CH3:28])/[C:8]([NH:10][CH:11]2[C:24](=[O:25])[N:13]3[C:14]([C:21]([O:23][CH:39]([O:38][C:35](=[O:37])[CH3:36])[CH3:40])=[O:22])=[C:15](/[CH:18]=[CH:19]\[CH3:20])[CH2:16][S:17][C@H:12]23)=[O:9])[N:6]=1 |f:1.2.3|. Procedure details: To a mixture of 7-[(Z)-2-(2-aminothiazol-4-yl)-2-methoxyiminoacetamido]-3-(1-propenyl)-3-cephem-4-carboxylic acid (190 mg, 0.45 mmole) and potassium carbonate (75 mg, 0.54 mmole) in DMF (5 ml) was added at 5° C. 1-bromoethyl acetate** (90 mg, 0.54 mmole). The mixture was stirred at 5° C. for 1.5 hours and diluted with ethyl acetate (20 ml). The dilute was washed successively with water and a saturated aqueous NaCl solution, dried over anhydrous magnesium sulfate and concentrated in vacuo. The re... The reactants are C(C1=CC=CC=C1)(=O)OC1CCC(CC1)=O (4-benzoyloxycyclohexanone), C(C1=CC=CC=C1)(=O)OC1CCC=2NC3=C(C=CC=C3C2C1)C (3-(benzoyloxy)-8-methyl-1,2,3,4-tetrahydrocarbazole), N1CCCC1 (pyrrolidine), OC1CCC=2NC3=C(C=CC=C3C2C1)C (3-(hydroxy)-8-methyl-1,2,3,4-tetrahydrocarbazole), C1(=CC=C(C=C1)S(=O)(=O)OC1CCC=2NC3=CC=CC=C3C2C1)C (3-(p-toluenesulfonyloxy)-1,2,3,4-tetrahydrocarbazole), C1(=CC=C(C=C1)S(=O)(=O)OC1CCC=2NC3=C(C=CC=C3C2C1)C)C (3-(p-toluenesulfonyloxy)-8-methyl-1,2,3,4-tetrahydrocarbazole), C1(=CC=C(C=C1)S(=O)(=O)OC1CCC=2NC3=C(C=CC=C3C2C1)C)C (3-(p-toluenesulfonyloxy)-8-methyl-1,2,3,4-tetrahydrocarbazole), Cl.C1(=C(C=CC=C1)NN)C (2-tolylhydrazine hydrochloride), C(C1=CC=CC=C1)(=O)OC1CCC=2NC3=C(C=CC=C3C2C1)C (3-(benzoyloxy)-8-methyl-1,2,3,4-tetrahydrocarbazole), OC1CCC=2NC3=CC=C(C=C3C2C1)OC (3-(hydroxy)-6-methoxy-1,2,3,4-tetrahydrocarbazole). Run in C(C)(=O)O (acetic acid), CO (methyl alcohol). Product: N1(CCCC1)C1CCC=2NC3=C(C=CC=C3C2C1)C (3-(1-Pyrrolidinyl)-8-methyl-1,2,3,4-tetrahydrocarbazole). Reaction SMILES: [C:1](OC1CCC(=O)CC1)(=O)[C:2]1[CH:7]=[CH:6][CH:5]=[CH:4][CH:3]=1.Cl.C1(C)C=CC=CC=1[NH:24]N.C(O[CH:36]1[CH2:48][C:47]2[C:46]3[C:41](=[C:42](C)[CH:43]=[CH:44][CH:45]=3)[NH:40][C:39]=2CC1)(=O)C1C=CC=CC=1.OC1CC2C3C(=C(C)C=CC=3)NC=2CC1.OC1CC2C3C(=CC=C(OC)C=3)NC=2CC1.C1(C)C=CC(S(OC2CC3C4C(=C(C)C=CC=4)NC=3CC2)(=O)=O)=CC=1.C1(C)C=CC(S(OC2CC3C4C(=CC=CC=4)NC=3CC2)(=O)=O)=CC=1.N1CCCC1>CO.C(O)(=O)C>[N:40]1([CH:41]2[CH2:42][C:43]3[C:6]4[C:7](=[C:2]([CH3:1])[CH:3]=[CH:4][CH:5]=4)[NH:24][C:44]=3[CH2:45][CH2:46]2)[CH2:39][CH2:47][CH2:48][CH2:36]1 |f:1.2|. Procedure: To a solution of 87.3 g. of 4-benzoyloxycyclohexanone in 350 ml. of acetic acid was added 63.4 g. of 2-tolylhydrazine hydrochloride and the solution was heated under reflux for one hour, cooled, and filtered. The resulting solids were treated with 1.5 liters of boiling methyl alcohol and the undissolved solids were collected by filtration and recrystallized from 1 liter of methyl alcohol to give 32.5 g. of crystals, m.p. 159°-163° C. The first methyl alcohol filtrate on cooling yielded 29.1 g. o...